Task: describe an organic reaction: reactants, conditions, products, and yield. Dataset: the Open Reaction Database (ORD), a public repository of structured organic reaction records Reactants: ClC1=C(C=C(C=C1)C1(N(C(SC1)=NC)C)O)S(N)(=O)=O (4-(4-chloro-3-sulfamoylphenyl)-3-methyl-2-methylimino-1,3-thiazolidine-4-ol), C(\C=C/C(=O)O)(=O)O (maleic acid). The solvent is C(C)O (ethanol). The product is ClC1=C(C=C(C=C1)C1(N(C(SC1)=NC)C)O)S(N)(=O)=O.C(\C=C/C(=O)[O-])(=O)[O-] (4-(4-Chloro-3-sulfamoylphenyl)-3-methyl-2-methylimino-1,3-thiazolidine-4-ol maleinate). Reaction SMILES: [Cl:1][C:2]1[CH:7]=[CH:6][C:5]([C:8]2([OH:16])[CH2:12][S:11][C:10](=[N:13][CH3:14])[N:9]2[CH3:15])=[CH:4][C:3]=1[S:17](=[O:20])(=[O:19])[NH2:18].[C:21]([OH:28])(=[O:27])/[CH:22]=[CH:23]\[C:24]([OH:26])=[O:25]>C(O)C>[Cl:1][C:2]1[CH:7]=[CH:6][C:5]([C:8]2([OH:16])[CH2:12][S:11][C:10](=[N:13][CH3:14])[N:9]2[CH3:15])=[CH:4][C:3]=1[S:17](=[O:19])(=[O:20])[NH2:18].[C:21]([O-:28])(=[O:27])/[CH:22]=[CH:23]\[C:24]([O-:26])=[O:25] |f:3.4|. Procedure: 1.5 g of 4-(4-chloro-3-sulfamoylphenyl)-3-methyl-2-methylimino-1,3-thiazolidine-4-ol were stirred in 10 ml of ethanol with 0.7 of maleic acid for 1 hour at room temperature, the salt desired was precipitated with 50 ml of diisopropyl ether and crystallized under fresh diisopropyl ether/ethyl acetate to yield colorless crystals which melted at 167° C (decomposition). The reactants are Cl (hydrochloric acid), FC(COS(=O)(=O)C(F)(F)F)(C(C(C(F)F)(F)F)(F)F)F ((2,2,3,3,4,4,5,5-octafluoropentyl)trifluoromethanesulfonic acid), C(CC#N)#N (malononitrile), C([O-])([O-])=O.[K+].[K+] (potassium carbonate). Run in CS(=O)C (dimethyl sulfoxide). Reaction conditions: time 3 hour. Product: FC(CC(C#N)C#N)(C(C(C(F)F)(F)F)(F)F)F (2-(2,2,3,3,4,4,5,5-octafluoropentyl)malononitrile). The yield is 18.1%. Reaction SMILES: [F:1][C:2]([F:21])([C:12]([F:20])([F:19])[C:13]([F:18])([F:17])[CH:14]([F:16])[F:15])[CH2:3]OS(C(F)(F)F)(=O)=O.[C:22](#[N:26])[CH2:23][C:24]#[N:25].C(=O)([O-])[O-].[K+].[K+].Cl>CS(C)=O>[F:21][C:2]([F:1])([C:12]([F:19])([F:20])[C:13]([F:17])([F:18])[CH:14]([F:15])[F:16])[CH2:3][CH:23]([C:22]#[N:26])[C:24]#[N:25] |f:2.3.4|. Procedure details: 15 g of (2,2,3,3,4,4,5,5-octafluoropentyl)trifluoromethanesulfonic acid and 2.6 g of malononitrile were dissolved in 20 ml of dimethyl sulfoxide, 5.5 g of potassium carbonate was added, and the mixture was stirred in a water bath for 3 hours. Thereafter, dilute hydrochloric acid was added to the reaction mixture, followed by extraction with methyl tert-butyl ether. The organic layer was washed successively with water, aqueous saturated sodium hydrogen carbonate and aqueous saturated sodium chlor...